Dataset: the Open Reaction Database (ORD), a public repository of structured organic reaction records. Task: describe an organic reaction: reactants, conditions, products, and yield The reactants are [Al+3], COc1ccc(C2CC(C)C(=O)NC2C)cc1, [H-], [H-], [H-], [H-], [Li+], [Na+], C1CCOC1, [OH-], O. Yields the product COc1ccc(C2CC(C)CNC2C)cc1. As a reaction SMILES: [Al+3:19].[CH3:1][CH:2]1[C:3](=[O:17])[NH:4][CH:5]([CH3:16])[CH:6]([c:8]2[cH:9][cH:10][c:11]([O:14][CH3:15])[cH:12][cH:13]2)[CH2:7]1.[H-:18].[H-:21].[H-:22].[H-:23].[Li+:20].[Na+:30].[O:24]1[CH2:25][CH2:26][CH2:27][CH2:28]1.[OH-:29].[OH2:31]>>[CH3:1][CH:2]1[CH2:3][NH:4][CH:5]([CH3:16])[CH:6]([c:8]2[cH:9][cH:10][c:11]([O:14][CH3:15])[cH:12][cH:13]2)[CH2:7]1. The reactants are CC(CC(C)=O)=O (2,4-pentanedione), BrCCCCCCCCCCCCCCCCCC (1-bromooctadecane), C1COCCOCCOCCOCCOCCO1 (18-crown-6), C([O-])([O-])=O.[K+].[K+] (potassium carbonate). Run in C(C)O (ethanol), O (water). Reaction conditions: temperature 95 celsius. Product: CC(CCCCCCCCCCCCCCCCCCC)=O (2-heneicosanone). Isolated yield 95.0%. As a reaction SMILES: [CH3:1][C:2](=O)[CH2:3][C:4](=[O:6])[CH3:5].Br[CH2:9][CH2:10][CH2:11][CH2:12][CH2:13][CH2:14][CH2:15][CH2:16][CH2:17][CH2:18][CH2:19][CH2:20][CH2:21][CH2:22][CH2:23][CH2:24]CC.C1OCCOCCOCCOCCOCCOC1.C(=O)([O-])[O-].[K+].[K+]>O.C(O)C>[CH3:5][C:4](=[O:6])[CH2:3][CH2:2][CH2:1][CH2:24][CH2:23][CH2:22][CH2:21][CH2:20][CH2:19][CH2:18][CH2:17][CH2:16][CH2:15][CH2:14][CH2:13][CH2:12][CH2:11][CH2:10][CH3:9] |f:3.4.5|. Reported procedure: To a 2 L two-necked round bottom flask equipped with water condenser, calcium chloride guard tube and mechanical stirrer, 100 g of 2,4-pentanedione, 600 g of 1-bromooctadecane, 10 g of 18-crown-6, anhydrous potassium carbonate 125 g and 550 ml of absolute ethanol were added with stirring. The mixture was refluxed at 95° C. with continuous stirring for 24 hrs, after refluxing at the said temperature, the mixture was cooled to ambient temperature (25° C.), 550 ml of water was added to it and the 2... Starting materials: FC1=C(C#N)C(=CC=C1F)C(F)(F)F (2,3-difluoro-6-trifluoromethylbenzonitrile), [Cl-].[Ca+2].[Cl-] (calcium chloride), O (water). The solvent is CS(=O)C (dimethyl sulfoxide). Reaction conditions: temperature 145 celsius, time 6 hour. Product: ClC1=C(C#N)C(=CC=C1F)C(F)(F)F (2-chloro-3-fluoro-6-trifluoromethylbenzonitrile). Isolated yield 70.8%. RXN SMILES: F[C:2]1[C:9]([F:10])=[CH:8][CH:7]=[C:6]([C:11]([F:14])([F:13])[F:12])[C:3]=1[C:4]#[N:5].[Cl-:15].[Ca+2].[Cl-].O>CS(C)=O>[Cl:15][C:2]1[C:9]([F:10])=[CH:8][CH:7]=[C:6]([C:11]([F:14])([F:13])[F:12])[C:3]=1[C:4]#[N:5] |f:1.2.3|. Procedure details: To a solution of 50.9 g of 2,3-difluoro-6-trifluoromethylbenzonitrile in 240 ml of dimethyl sulfoxide (DMSO) was added 53.3 g of calcium chloride and the mixture was stirred for 6 hours at a temperature of from 140 to 150° C. After cooling, the reaction mixture was further added with 240 ml water and extracted with 240 ml and 100 ml hexane twice. The organic layer obtained was dried over anhydrous magnesium sulfate, and the solvent therein was distilled under reduced pressure. The crude product ... Reactants: N1C(=CC=C1)C(=O)OC (methyl pyrrole-2-carboxylate), NC1=NC(=CC(=N1)C)C (2-amino-4,6-dimethylpyrimidine), ClS(=O)(=O)N=C=O (chlorosulfonyl isocyanate), [Cl-].[Al+3].[Cl-].[Cl-] (aluminum (III) chloride). The solvent is [N+](=O)([O-])C (nitromethane), O (H2O), [N+](=O)([O-])C (nitromethane). Reaction conditions: time 0.5 hour. Yields the product CC1=NC(=NC(=C1)C)NC(=O)NS(=O)(=O)C=1C=C(NC1)C(=O)OC (4-[((4,6-dimethylpyrimidin-2-yl)aminocarbonyl)aminosulfonyl]-1H-pyrrole-2-carboxylic acid, methyl ester). Reaction SMILES: [NH2:1][C:2]1[N:7]=[C:6]([CH3:8])[CH:5]=[C:4]([CH3:9])[N:3]=1.Cl[S:11]([N:14]=[C:15]=[O:16])(=[O:13])=[O:12].[NH:17]1[CH:21]=[CH:20][CH:19]=[C:18]1[C:22]([O:24][CH3:25])=[O:23].[Cl-].[Al+3].[Cl-].[Cl-]>[N+](C)([O-])=O.O>[CH3:9][C:4]1[CH:5]=[C:6]([CH3:8])[N:7]=[C:2]([NH:1][C:15]([NH:14][S:11]([C:20]2[CH:19]=[C:18]([C:22]([O:24][CH3:25])=[O:23])[NH:17][CH:21]=2)(=[O:13])=[O:12])=[O:16])[N:3]=1 |f:3.4.5.6|. Procedure: To a stirred suspension of 2.58 g (0.021 mol) of 2-amino-4,6-dimethylpyrimidine in 75 ml dry nitromethane at -10° was added dropwise, via syringe, under nitrogen, 2.0 ml (0.023 mol) of chlorosulfonyl isocyanate at such a rate to maintain the temperature below 0°. The resulting clear solution was stirred 0.5 hour at -5° to -10°, then treated dropwise with a solution of 2.29 g (0.021 mole) of methyl pyrrole-2-carboxylate in 25 ml dry nitromethane. Upon completion of the addition, 2.95 gm (0.022 mo... Reactants: COC(=O)N1CC[C@@H]2[C@](CCC[C@H]12)(C#CC=1C=C(C=CC1)C)O ((3aS,4R,7aS)-4-hydroxy-4-m-tolylethynyl-octahydro-indole-1-carboxylic acid methyl ester), C(C)(C)(C)OC(=O)N([C@H](C(=O)O)C(C)C)C ((S)-2-(tert-butoxycarbonyl-methyl-amino)-3-methyl-butyric acid). Yields the product COC(=O)N1CC[C@H]2[C@@](CCC[C@@H]12)(C#CC=1C=C(C=CC1)C)OC([C@H](C(C)C)N(C)C(=O)OC(C)(C)C)=O ((3aR,4S,7aR)-4-[(S)-2-(tert-butoxycarbonyl-methyl-amino)-3-methyl-butyryloxy]-4-m-tolylethynyl-octahydro-indole-1-carboxylic acid methyl ester). As a reaction SMILES: [CH3:1][O:2][C:3]([N:5]1[C@@H:13]2[C@@H:8]([C@@:9]([OH:23])([C:14]#[C:15][C:16]3[CH:17]=[C:18]([CH3:22])[CH:19]=[CH:20][CH:21]=3)[CH2:10][CH2:11][CH2:12]2)[CH2:7][CH2:6]1)=[O:4].[C:24]([O:28][C:29]([N:31]([CH3:39])[C@@H:32]([CH:36]([CH3:38])[CH3:37])[C:33](O)=[O:34])=[O:30])([CH3:27])([CH3:26])[CH3:25]>>[CH3:1][O:2][C:3]([N:5]1[C@H:13]2[C@H:8]([C@:9]([O:23][C:33](=[O:34])[C@@H:32]([N:31]([C:29]([O:28][C:24]([CH3:25])([CH3:27])[CH3:26])=[O:30])[CH3:39])[CH:36]([CH3:38])[CH3:37])([C:14]#[C:15][C:16]3[CH:17]=[C:18]([CH3:22])[CH:19]=[CH:20][CH:21]=3)[CH2:10][CH2:11][CH2:12]2)[CH2:7][CH2:6]1)=[O:4]. Procedure details: Synthesis in analogy to the General Method 1 starting from (3aS,4R,7aS)-4-hydroxy-4-m-tolylethynyl-octahydro-indole-1-carboxylic acid methyl ester and (S)-2-(tert-butoxycarbonyl-methyl-amino)-3-methyl-butyric acid to yield (3aR,4S,7aR)-4-[(S)-2-(tert-butoxycarbonyl-methyl-amino)-3-methyl-butyryloxy]-4-m-tolylethynyl-octahydro-indole-1-carboxylic acid methyl ester. This NBoc-protected product was then stirred in hydrochloric acid dioxane solution (4M, 10 equiv.) at room temperature for 6 hrs. Sub... Reactants: [BH4-], CC(=O)Nc1ccccc1C=O, O=C([O-])O, O=C(Cl)OCc1ccccc1, CO, NC(=O)CCC(N)C(=O)O, [Na+], [Na+], [Na+], C1CCOC1, [OH-]. The product is CC(=O)Nc1ccccc1CN(C(=O)OCc1ccccc1)C(CCC(N)=O)C(=O)O. Reaction SMILES: [BH4-:23].[C:1]([CH3:2])(=[O:3])[NH:4][c:5]1[c:6]([CH:11]=[O:12])[cH:7][cH:8][cH:9][cH:10]1.[C:25](=[O:26])([O-:27])[OH:28].[CH2:30]([c:31]1[cH:32][cH:33][cH:34][cH:35][cH:36]1)[O:37][C:38](=[O:39])[Cl:40].[CH3:41][OH:42].[NH2:13][CH:14]([CH2:15][CH2:16][C:17]([NH2:18])=[O:19])[C:20]([OH:21])=[O:22].[Na+:24].[Na+:29].[Na+:44].[O:45]1[CH2:46][CH2:47][CH2:48][CH2:49]1.[OH-:43]>>[C:1]([CH3:2])(=[O:3])[NH:4][c:5]1[c:6]([CH2:11][N:13]([CH:14]([CH2:15][CH2:16][C:17]([NH2:18])=[O:19])[C:20]([OH:21])=[O:22])[C:38]([O:37][CH2:30][c:31]2[cH:32][cH:33][cH:34][cH:35][cH:36]2)=[O:39])[cH:7][cH:8][cH:9][cH:10]1. The reactants are N1=CC(=CC=C1)C1CN(CC1)C(=O)N1CCNC2=CC=CC=C12 (1-[(3-(pyridin-3-yl)pyrrolidin-1-yl)carbonyl]-1,2,3,4-tetrahydroquinoxaline), C(C)(=O)OC(C)=O (acetic anhydride), N (ammonia). The solvent is O (water). Product: C(C)(=O)N1CCN(C2=CC=CC=C12)C(=O)N1CC(CC1)C=1C=NC=CC1 (1-acetyl-4-[(3-(pyridin-3-yl)pyrrolidin-1-yl)carbonyl]-1,2,3,4-tetrahydroquinoxaline). Reaction SMILES: [N:1]1[CH:6]=[CH:5][CH:4]=[C:3]([CH:7]2[CH2:11][CH2:10][N:9]([C:12]([N:14]3[C:23]4[C:18](=[CH:19][CH:20]=[CH:21][CH:22]=4)[NH:17][CH2:16][CH2:15]3)=[O:13])[CH2:8]2)[CH:2]=1.[C:24](OC(=O)C)(=[O:26])[CH3:25].N>O>[C:24]([N:17]1[C:18]2[C:23](=[CH:22][CH:21]=[CH:20][CH:19]=2)[N:14]([C:12]([N:9]2[CH2:10][CH2:11][CH:7]([C:3]3[CH:2]=[N:1][CH:6]=[CH:5][CH:4]=3)[CH2:8]2)=[O:13])[CH2:15][CH2:16]1)(=[O:26])[CH3:25]. Procedure: 0.25 g of 1-[(3-(pyridin-3-yl)pyrrolidin-1-yl)carbonyl]-1,2,3,4-tetrahydroquinoxaline and 1.05 ml of acetic anhydride are placed in a 10 ml round-bottomed flask. The reaction medium is brought to reflux for two hours and then a solution of ammonia in water is added at 0° C. The aqueous phase is extracted three times with ethyl acetate. The organic phases are combined and dried over sodium sulfate and the solvent is evaporated under reduced pressure. The residue is chromatographed on silica gel w...